Dataset: the Open Reaction Database (ORD), a public repository of structured organic reaction records. Task: describe an organic reaction: reactants, conditions, products, and yield The reactants are [Br-], Br, CC(C)(C)OC(=O)CCC[N+]12CCC(CC1)C(OC(=O)C(O)(c1ccccc1)c1ccccc1)C2, ClCCl. The product is [Br-], O=C(O)CCC[N+]12CCC(CC1)C(OC(=O)C(O)(c1ccccc1)c1ccccc1)C2. Reaction SMILES: [Br-:1].[BrH:37].[C:2]([CH3:3])([CH3:4])([CH3:5])[O:6][C:7](=[O:8])[CH2:9][CH2:10][CH2:11][N+:12]12[CH2:13][CH:14]([O:20][C:21]([C:22]([c:23]3[cH:24][cH:25][cH:26][cH:27][cH:28]3)([c:29]3[cH:30][cH:31][cH:32][cH:33][cH:34]3)[OH:35])=[O:36])[CH:15]([CH2:16][CH2:17]1)[CH2:18][CH2:19]2.[CH2:38]([Cl:39])[Cl:40]>>[Br-:1].[O:6]=[C:7]([OH:8])[CH2:9][CH2:10][CH2:11][N+:12]12[CH2:13][CH:14]([O:20][C:21]([C:22]([c:23]3[cH:24][cH:25][cH:26][cH:27][cH:28]3)([c:29]3[cH:30][cH:31][cH:32][cH:33][cH:34]3)[OH:35])=[O:36])[CH:15]([CH2:16][CH2:17]1)[CH2:18][CH2:19]2.